Dataset: the Open Reaction Database (ORD), a public repository of structured organic reaction records. Task: describe an organic reaction: reactants, conditions, products, and yield Starting materials: Cc1ccc(-n2nc(C(C)(C)C)cc2NC(=O)Nc2ccc(OCCn3cnc([N+](=O)[O-])c3)c3ccccc23)cc1, CC(=O)O, CO, ClCCl, [H][H]. The product is Cc1ccc(-n2nc(C(C)(C)C)cc2NC(=O)Nc2ccc(OCCn3cnc(N)c3)c3ccccc23)cc1. RXN SMILES: [C:1]([CH3:2])([CH3:3])([CH3:4])[c:5]1[n:6][n:7](-[c:35]2[cH:36][cH:37][c:38]([CH3:41])[cH:39][cH:40]2)[c:8]([NH:10][C:11](=[O:12])[NH:13][c:14]2[cH:15][cH:16][c:17]([O:24][CH2:25][CH2:26][n:27]3[cH:28][n:29][c:30]([N+:32]([O-:33])=[O:34])[cH:31]3)[c:18]3[cH:19][cH:20][cH:21][cH:22][c:23]23)[cH:9]1.[C:47]([OH:48])(=[O:49])[CH3:50].[CH3:45][OH:46].[Cl:42][CH2:43][Cl:44].[H:51][H:52]>>[C:1]([CH3:2])([CH3:3])([CH3:4])[c:5]1[n:6][n:7](-[c:35]2[cH:36][cH:37][c:38]([CH3:41])[cH:39][cH:40]2)[c:8]([NH:10][C:11](=[O:12])[NH:13][c:14]2[cH:15][cH:16][c:17]([O:24][CH2:25][CH2:26][n:27]3[cH:28][n:29][c:30]([NH2:32])[cH:31]3)[c:18]3[cH:19][cH:20][cH:21][cH:22][c:23]23)[cH:9]1.